Dataset: the Open Reaction Database (ORD), a public repository of structured organic reaction records. Task: describe an organic reaction: reactants, conditions, products, and yield The reactants are BrC=1C=C(C=CC1)C1=NOC(=C1C=1N=CNC1)C (3-(3-bromo-phenyl)-4-(1H-imidazol-4-yl)-5-methyl-isoxazole), FC1=CC=C(C=C1)[N+](=O)[O-] (1-fluoro-4-nitrobenzene). The product is BrC=1C=C(C=CC1)C1=NOC(=C1C=1N=CN(C1)C1=CC=C(C=C1)[N+](=O)[O-])C (3-(3-Bromo-phenyl)-5-methyl-4-[1-(4-nitro-phenyl)-1H-imidazol-4-yl]-isoxazole). The yield is 39.0%. RXN SMILES: [Br:1][C:2]1[CH:3]=[C:4]([C:8]2[C:12]([C:13]3[N:14]=[CH:15][NH:16][CH:17]=3)=[C:11]([CH3:18])[O:10][N:9]=2)[CH:5]=[CH:6][CH:7]=1.F[C:20]1[CH:25]=[CH:24][C:23]([N+:26]([O-:28])=[O:27])=[CH:22][CH:21]=1>>[Br:1][C:2]1[CH:3]=[C:4]([C:8]2[C:12]([C:13]3[N:14]=[CH:15][N:16]([C:20]4[CH:25]=[CH:24][C:23]([N+:26]([O-:28])=[O:27])=[CH:22][CH:21]=4)[CH:17]=3)=[C:11]([CH3:18])[O:10][N:9]=2)[CH:5]=[CH:6][CH:7]=1. Reported procedure: As described for Example 44, 3-(3-bromo-phenyl)-4-(1H-imidazol-4-yl)-5-methyl-isoxazole (91 mg, 0.3 mmol) using 1-fluoro-4-nitrobenzene instead of 4-fluoroacetophenone was converted to the title compound (50 mg, 39%) which was obtained as a light yellow solid. MS: m/e=425.1/427.1 [M+H]+. Starting materials: Cl.CN(CCCN=C=NCC)C (N-(3-dimethylaminopropyl)-N′-ethylcarbodiimide hydrochloride), C(C)(C)(C)OC(=O)N(C)[C@@H](C(=O)O)CC1=CC2=CC=CC=C2C=C1 ((2R)-2-(N-(tert-butoxycarbonyl)-N-methylamino)-3-(2-naphthyl)propionic acid), ON1N=NC2=C1N=CC=C2 (1-hydroxy-7-azabenzotriazole), CN(C)C[C@H]1N(CCC1)C([C@@H](CC1=CC=CC=C1)NC)=O ((2R)-1-((2S)-2-((dimethylamino)methyl)pyrrolidin-1-yl)-2-methylamino-3-phenylpropan-1-one), C(C)N(C(C)C)C(C)C (ethyldiisopropylamine). Run in C(C)(=O)OCC (ethyl acetate), ClCCl (dichloromethane), ClCCl (dichloromethane), CN(C=O)C (N,N-dimethylformamide). Run at temperature 0 celsius, time 20 minute. The product is C(C)(C)(C)OC(N(C)[C@H](CC1=CC2=CC=CC=C2C=C1)C(N(C)[C@@H](C(=O)N1[C@@H](CCC1)CN(C)C)CC1=CC=CC=C1)=O)=O (N-((1R)-1-{N-[(1R)-1-benzyl-2-((2S)-2-((dimethylamino)methyl)pyrrolidin-1-yl)-2-oxoethyl]-N-methylcarbamoyl}-2-(2-naphthyl)ethyl)-N-methylcarbamic acid tert-butyl ester). Isolated yield 82.6%. RXN SMILES: Cl.[CH3:2][N:3]([CH3:12])[CH2:4][CH2:5][CH2:6]N=C=NCC.[C:13]([O:17][C:18]([N:20]([C@H:22]([CH2:26][C:27]1[CH:36]=[CH:35][C:34]2[C:29](=[CH:30][CH:31]=[CH:32][CH:33]=2)[CH:28]=1)[C:23](O)=[O:24])[CH3:21])=[O:19])([CH3:16])([CH3:15])[CH3:14].ON1C2N=CC=CC=2N=N1.CN([CH2:50][C@@H:51]1CCC[N:52]1[C:56](=[O:67])[C@H:57]([NH:65][CH3:66])[CH2:58][C:59]1[CH:64]=[CH:63][CH:62]=[CH:61][CH:60]=1)C.C(N(C(C)C)C(C)C)C>ClCCl.CN(C)C=O.C(OCC)(=O)C>[C:13]([O:17][C:18](=[O:19])[N:20]([C@@H:22]([C:23](=[O:24])[N:65]([C@H:57]([CH2:58][C:59]1[CH:60]=[CH:61][CH:62]=[CH:63][CH:64]=1)[C:56]([N:52]1[CH2:51][CH2:50][CH2:6][C@H:5]1[CH2:4][N:3]([CH3:2])[CH3:12])=[O:67])[CH3:66])[CH2:26][C:27]1[CH:36]=[CH:35][C:34]2[C:29](=[CH:30][CH:31]=[CH:32][CH:33]=2)[CH:28]=1)[CH3:21])([CH3:14])([CH3:15])[CH3:16] |f:0.1|. Procedure: At 0° C., N-(3-dimethylaminopropyl)-N′-ethylcarbodiimide hydrochloride (530 mg, 2.76 mmol) was added to a solution of (2R)-2-(N-(tert-butoxycarbonyl)-N-methylamino)-3-(2-naphthyl)propionic acid (911 mg, 2.76 mmol) and 1-hydroxy-7-azabenzotriazole (376 mg, 2.76 mmol) in dichloromethane (5 ml). The reaction mixture was stirred for 20 min at 0° C. A solution of (2R)-1-((2S)-2-((dimethylamino)methyl)pyrrolidin-1-yl)-2-methylamino-3-phenylpropan-1-one (800 mg, 2.76 mmol) in dichloromethane (5 ml) and...